From a dataset of the Open Reaction Database (ORD), a public repository of structured organic reaction records. describe an organic reaction: reactants, conditions, products, and yield Starting materials: O.O.[Sn](Cl)Cl (tin(II) chloride dihydrate), C1(=CC=C(C=C1)S(=O)(=O)O)C (p-toluenesulfonic acid), FC1=C(C(=CC=C1)F)O (2,6-difluorophenol), C([O-])([O-])=O.[K+].[K+] (potassium carbonate), FC1=C(C(=CC(=C1F)OC=1C=NC(=CC1)S(=O)(=O)C)[N+](=O)[O-])NC(=O)C1=NC=CN=C1 (N-(2,3-difluoro-4-(6-methanesulfonyl-pyridin-3-yloxy)-6-nitro-phenyl)pyrazinecarboxamide). Run in CN1C(CCC1)=O (N-methylpyrrolidinone). Run at temperature 90 celsius, time 15 minute. Yields the product FC1=C(OC2=C(C3=C(NC(=N3)C3=NC=CN=C3)C=C2OC=2C=NC(=CC2)S(=O)(=O)C)F)C(=CC=C1)F (5-(2,6-difluoro-phenoxy)-4-fluoro-2-pyrazin-2-yl-6-(6-methanesulfonyl-pyridin-3-yloxy)-1H-benzimidazole). Reaction SMILES: [F:1][C:2]1[CH:7]=[CH:6][CH:5]=[C:4]([F:8])[C:3]=1[OH:9].C(=O)([O-])[O-].[K+].[K+].[F:16][C:17]1[C:22](F)=[C:21]([O:24][C:25]2[CH:26]=[N:27][C:28]([S:31]([CH3:34])(=[O:33])=[O:32])=[CH:29][CH:30]=2)[CH:20]=[C:19]([N+:35]([O-])=O)[C:18]=1[NH:38][C:39]([C:41]1[CH:46]=[N:45][CH:44]=[CH:43][N:42]=1)=O.O.O.[Sn](Cl)Cl.C1(C)C=CC(S(O)(=O)=O)=CC=1>CN1CCCC1=O>[F:1][C:2]1[CH:7]=[CH:6][CH:5]=[C:4]([F:8])[C:3]=1[O:9][C:22]1[C:21]([O:24][C:25]2[CH:26]=[N:27][C:28]([S:31]([CH3:34])(=[O:33])=[O:32])=[CH:29][CH:30]=2)=[CH:20][C:19]2[NH:35][C:39]([C:41]3[CH:46]=[N:45][CH:44]=[CH:43][N:42]=3)=[N:38][C:18]=2[C:17]=1[F:16] |f:1.2.3,5.6.7|. Procedure details: 8 mg of 2,6-difluorophenol and 8 mg of potassium carbonate were added to an N-methylpyrrolidinone (0.5 ml) solution of 8.6 mg of N-(2,3-difluoro-4-(6-methanesulfonyl-pyridin-3-yloxy)-6-nitro-phenyl)pyrazinecarboxamide, and the reaction liquid was stirred at 90° C. for 15 minutes. 75 mg of tin(II) chloride dihydrate was added to it, and the reaction liquid was stirred overnight at 90° C. Further, 3 mg of p-toluenesulfonic acid was added to it, and the reaction liquid was stirred at 90° C. for 2 h...